Dataset: the Open Reaction Database (ORD), a public repository of structured organic reaction records. Task: describe an organic reaction: reactants, conditions, products, and yield Starting materials: Cc1ccccc1, CCCCCC1CCC(CC(O)c2c(C)cc(OCC)c(F)c2F)CC1, O, O, Cc1ccc(S(=O)(=O)O)cc1. Product: CCCCCC1CCC(C=Cc2c(C)cc(OCC)c(F)c2F)CC1. As a reaction SMILES: [CH3:40][c:41]1[cH:42][cH:43][cH:44][cH:45][cH:46]1.[F:13][c:14]1[c:15]([CH:25]([CH2:26][CH:27]2[CH2:28][CH2:29][CH:30]([CH2:33][CH2:34][CH2:35][CH2:36][CH3:37])[CH2:31][CH2:32]2)[OH:38])[c:16]([CH3:24])[cH:17][c:18]([O:21][CH2:22][CH3:23])[c:19]1[F:20].[OH2:1].[OH2:39].[c:2]1([CH3:3])[cH:4][cH:5][c:6]([S:7]([OH:8])(=[O:9])=[O:10])[cH:11][cH:12]1>>[F:13][c:14]1[c:15]([CH:25]=[CH:26][CH:27]2[CH2:28][CH2:29][CH:30]([CH2:33][CH2:34][CH2:35][CH2:36][CH3:37])[CH2:31][CH2:32]2)[c:16]([CH3:24])[cH:17][c:18]([O:21][CH2:22][CH3:23])[c:19]1[F:20]. The reactants are C(=O)(OCC)C1=C(SC(=C1)C1=CC=CC=C1)NC(=O)NCCN1CCN(CC1)C1=C(C=CC=C1)OC (N-(3-carboethoxy-5-phenylthien-2-yl)-N'-[2-[4-(2-methoxyphenyl)piperazin-1-yl]ethyl]urea), CC(C)([O-])C.[K+].C1CCOC1 (potassium t-butoxide THF), CS(=O)(=O)O (methanesulfonic acid). The solvent is C(C)O (ethanol). Product: COC1=C(C=CC=C1)N1CCN(CC1)CCN1C(NC2=C(C1=O)C=C(S2)C2=CC=CC=C2)=O (3-[4-(2-methoxyphenyl)piperazinylethyl]-6-phenylthieno[2,3-d]pyrimidine-2,4-dione). Yield: 51.1%. RXN SMILES: [C:1]([C:6]1[CH:10]=[C:9]([C:11]2[CH:16]=[CH:15][CH:14]=[CH:13][CH:12]=2)[S:8][C:7]=1[NH:17][C:18]([NH:20][CH2:21][CH2:22][N:23]1[CH2:28][CH2:27][N:26]([C:29]2[CH:34]=[CH:33][CH:32]=[CH:31][C:30]=2[O:35][CH3:36])[CH2:25][CH2:24]1)=[O:19])([O:3]CC)=O.CC(C)([O-])C.[K+].C1COCC1.CS(O)(=O)=O>C(O)C>[CH3:36][O:35][C:30]1[CH:31]=[CH:32][CH:33]=[CH:34][C:29]=1[N:26]1[CH2:25][CH2:24][N:23]([CH2:22][CH2:21][N:20]2[C:1](=[O:3])[C:6]3[CH:10]=[C:9]([C:11]4[CH:16]=[CH:15][CH:14]=[CH:13][CH:12]=4)[S:8][C:7]=3[NH:17][C:18]2=[O:19])[CH2:28][CH2:27]1 |f:1.2.3|. Procedure details: A solution of Example 5B (387 mg, 0.762 mmol) in ethanol (5 mL) was treated with 1M potassium t-butoxide/THF (0.84 mL), heated to reflux for 90 minutes, cooled, quenched with 1N HCl(0.84 mL), and partitioned between water and ethyl acetate. The insoluble solid was collected, washed with ethyl acetate, slurried in methanol, treated with methanesulfonic acid (2 equiv), and concentrated. The product was crystallized from ethanol to provide 180 mg the title compound as the bis methanesulfonate salt. Starting materials: ClCCOCCOCCO (2-[2-(2-chloroethoxy)ethoxy]ethanol), CC(C)(C)S (tert-butylthiol), N12CCCCCC2=NCCC1 (1,8-diazabicyclo[5.4.0]undec-7-ene). Run in C(C)(=O)OCC (ethyl acetate). Conditions: time 8 hour. The product is C(C)(C)(C)SCCOCCOCCO (2-[2-(2-tert-Butylthioetlioxy)ethoxy]ethanol). Yield: 99.0%. As a reaction SMILES: Cl[CH2:2][CH2:3][O:4][CH2:5][CH2:6][O:7][CH2:8][CH2:9][OH:10].[CH3:11][C:12]([SH:15])([CH3:14])[CH3:13].N12CCCN=C1CCCCC2>C(OCC)(=O)C>[C:12]([S:15][CH2:2][CH2:3][O:4][CH2:5][CH2:6][O:7][CH2:8][CH2:9][OH:10])([CH3:14])([CH3:13])[CH3:11]. Reported procedure: To a mixture of 2-[2-(2-chloroethoxy)ethoxy]ethanol (11.0 g, 65.24 mmol) and tert-butylthiol (7.35 mL, 65.23 mmol) cooled in an ice bath was slowly added 1,8-diazabicyclo[5.4.0]undec-7-ene (DBU, 9.75 mL, 65.23 mmol). The reaction mixture was allowed to warm to room temperature and stirred overnight. This mixture was then diluted with ethyl acetate and filtered. The crude product in the filtrate was purified on a filter column eluted with ethyl acetate to give yellowish oil (14.4 g, 64.6 mmol, 99... The reactants are Cc1ccc(-n2nc(C(C)(C)C)cc2N)cc1, CCOC(C)=O, O=C(Cl)Oc1ccccc1, [Na+], [OH-]. Yields the product Cc1ccc(-n2nc(C(C)(C)C)cc2NC(=O)Oc2ccccc2)cc1. RXN SMILES: [C:1]([CH3:2])([CH3:3])([CH3:4])[c:5]1[n:6][n:7](-[c:11]2[cH:12][cH:13][c:14]([CH3:17])[cH:15][cH:16]2)[c:8]([NH2:10])[cH:9]1.[CH3:30][CH2:31][O:32][C:33]([CH3:34])=[O:35].[Cl:20][C:21](=[O:22])[O:23][c:24]1[cH:25][cH:26][cH:27][cH:28][cH:29]1.[Na+:19].[OH-:18]>>[C:1]([CH3:2])([CH3:3])([CH3:4])[c:5]1[n:6][n:7](-[c:11]2[cH:12][cH:13][c:14]([CH3:17])[cH:15][cH:16]2)[c:8]([NH:10][C:21](=[O:22])[O:23][c:24]2[cH:25][cH:26][cH:27][cH:28][cH:29]2)[cH:9]1.